This data is from the Open Reaction Database (ORD), a public repository of structured organic reaction records. The task is: describe an organic reaction: reactants, conditions, products, and yield Starting materials: C(C)N(C(=O)C=1C=NC(=NC1)C1(CCN(CC1)CC(CCC)C)C1=CC(=CC=C1)N)CC (2-[4-(3-Amino-phenyl)-1-(2-methyl-pentyl)-piperidin-4-yl]-pyrimidine-5-carboxylic acid diethylamide), N1=CC=CC=C1 (pyridine), S(=O)(=O)(C)Cl (mesyl chloride). Solvent: C(Cl)Cl (CH2Cl2). Run at time 48 hour. Product: C(C)N(C(=O)C=1C=NC(=NC1)C1(CCN(CC1)CC(CCC)C)C1=CC(=CC=C1)NS(=O)(=O)C)CC (2-[4-(3-Methanesulfonylamino-phenyl)-1-(2-methyl-pentyl)-piperidin-4-yl]-pyrimidine-5-carboxylic Acid Diethylamide). Yield: 74.8%. RXN SMILES: [CH2:1]([N:3]([CH2:31][CH3:32])[C:4]([C:6]1[CH:7]=[N:8][C:9]([C:12]2([C:24]3[CH:29]=[CH:28][CH:27]=[C:26]([NH2:30])[CH:25]=3)[CH2:17][CH2:16][N:15]([CH2:18][CH:19]([CH3:23])[CH2:20][CH2:21][CH3:22])[CH2:14][CH2:13]2)=[N:10][CH:11]=1)=[O:5])[CH3:2].N1C=CC=CC=1.[S:39](Cl)([CH3:42])(=[O:41])=[O:40]>C(Cl)Cl>[CH2:31]([N:3]([CH2:1][CH3:2])[C:4]([C:6]1[CH:7]=[N:8][C:9]([C:12]2([C:24]3[CH:29]=[CH:28][CH:27]=[C:26]([NH:30][S:39]([CH3:42])(=[O:41])=[O:40])[CH:25]=3)[CH2:17][CH2:16][N:15]([CH2:18][CH:19]([CH3:23])[CH2:20][CH2:21][CH3:22])[CH2:14][CH2:13]2)=[N:10][CH:11]=1)=[O:5])[CH3:32]. Procedure: To a stirring solution of 2-[4-(3-Amino-phenyl)-1-(2-methyl-pentyl)-piperidin-4-yl]-pyrimidine-5-carboxylic acid diethylamide (50 mg, 0.114 mmol) and pyridine (0.01 mL, 0.13 mmol) in 5 mL CH2Cl2 at −5° C. was added mesyl chloride (0.01 mL, 0.13 mmol). The reaction warmed to room temperature and stirred 48 hours. The mixture was quenched with NaHCO3 and extracted with CH2Cl2 (3×10 mL). The combined organic layers were dried and concentrated. Purification of the resulting crude material by flash c... The reactants are C(=O)(N1C=NC=C1)N1C=NC=C1 (carbonyldiimidazole), C(C1=CC=CC=C1)NC(NC=1C=C(SC1C)C(=O)O)=O (4-(3-benzyl-ureido)-5-methyl-thiophene-2-carboxylic acid), C(C1=CC=CC=C1)N (benzyl amine). Yields the product C(C1=CC=CC=C1)NC(=O)C=1SC(=C(C1)NC(=O)NCC1=CC=CC=C1)C (4-(3-benzyl-ureido)-5-methyl-thiophene-2-carboxylic acid benzylamide). The yield is 96.6%. As a reaction SMILES: C(N1C=CN=C1)(N1C=CN=C1)=O.[CH2:13]([NH:20][C:21](=[O:32])[NH:22][C:23]1[CH:24]=[C:25]([C:29]([OH:31])=O)[S:26][C:27]=1[CH3:28])[C:14]1[CH:19]=[CH:18][CH:17]=[CH:16][CH:15]=1.[CH2:33]([NH2:40])[C:34]1[CH:39]=[CH:38][CH:37]=[CH:36][CH:35]=1>>[CH2:33]([NH:40][C:29]([C:25]1[S:26][C:27]([CH3:28])=[C:23]([NH:22][C:21]([NH:20][CH2:13][C:14]2[CH:15]=[CH:16][CH:17]=[CH:18][CH:19]=2)=[O:32])[CH:24]=1)=[O:31])[C:34]1[CH:39]=[CH:38][CH:37]=[CH:36][CH:35]=1. Procedure details: The title compound was prepared according to the procedure described for Example 2 using carbonyldiimidazole (0.24 g, 1.7 mmol), 4-(3-benzyl-ureido)-5-methyl-thiophene-2-carboxylic acid from Step 3 (0.27 g, 0.9 mmol), and benzyl amine (0.1 g, 0.9 mmol) to afford 0.33 g of 4-(3-benzyl-ureido)-5-methyl-thiophene-2-carboxylic acid benzylamide. A sample of the crude product was stirred in 2 M aqueous KHCO3 for several hours, filtered off, rinsed with water, dried, and recrystallized from methanol to... Reactants: [BH4-], CCOC(C(=O)NCc1ccc(C#N)cc1)c1c(F)ccc(C=O)c1F, CCO, [Na+]. The product is CCOC(C(=O)NCc1ccc(C#N)cc1)c1c(F)ccc(CO)c1F. As a reaction SMILES: [BH4-:27].[C:1](#[N:2])[c:3]1[cH:4][cH:5][c:6]([CH2:7][NH:8][C:9]([CH:10]([O:11][CH2:12][CH3:13])[c:14]2[c:15]([F:23])[c:16]([CH:21]=[O:22])[cH:17][cH:18][c:19]2[F:20])=[O:24])[cH:25][cH:26]1.[CH3:29][CH2:30][OH:31].[Na+:28]>>[C:1](#[N:2])[c:3]1[cH:4][cH:5][c:6]([CH2:7][NH:8][C:9]([CH:10]([O:11][CH2:12][CH3:13])[c:14]2[c:15]([F:23])[c:16]([CH2:21][OH:22])[cH:17][cH:18][c:19]2[F:20])=[O:24])[cH:25][cH:26]1. Reactants: C(C)OCCOCC1CCC(CO1)O (6 -((2-ethoxyethoxy)methyl)tetrahydro-2H-pyran-3-ol), C(C1=CC=CC=C1)Cl (benzyl chloride). Yields the product C(C)OCCOCC1OCC(CC1)OCC1=CC=CC=C1 (2-((2-ethoxyethoxy)methyl)-tetrahydro-5-(phenylmethoxy)-2H-pyran). Reaction SMILES: [CH2:1]([O:3][CH2:4][CH2:5][O:6][CH2:7][CH:8]1[O:13][CH2:12][CH:11]([OH:14])[CH2:10][CH2:9]1)[CH3:2].[CH2:15](Cl)[C:16]1[CH:21]=[CH:20][CH:19]=[CH:18][CH:17]=1>>[CH2:1]([O:3][CH2:4][CH2:5][O:6][CH2:7][CH:8]1[CH2:9][CH2:10][CH:11]([O:14][CH2:15][C:16]2[CH:21]=[CH:20][CH:19]=[CH:18][CH:17]=2)[CH2:12][O:13]1)[CH3:2]. Procedure: 5 was prepared as a liquid, boiling point not determined, by treating 5B with benzyl chloride according to the procedure described in the last paragraph of Example 1.